Dataset: the Open Reaction Database (ORD), a public repository of structured organic reaction records. Task: describe an organic reaction: reactants, conditions, products, and yield Starting materials: N1C=NC2=C1C=CC(=C2)N (1H-benzo[d]imidazol-5-amine), TEA, N1(C=NC=C1)C(=O)N1C=NC=C1 (di-(imidazol-1-yl)methanone), O1CCN(CC1)C1=CC=C(C=O)C=C1 (4-morpholinobenzaldehyde), [Si](C)(C)(C)C#N (TMSCN). Reagents/catalysts: [Pd] (Pd/C). Yields the product N1C=NC2=C1C=CC(=C2)N2C(NCC2C2=CC=C(C=C2)N2CCOCC2)=O (1-(1H-benzo[d]imidazol-5-yl)-5-(4-morpholinophenyl)imidazolidin-2-one). RXN SMILES: [NH:1]1[C:5]2[CH:6]=[CH:7][C:8]([NH2:10])=[CH:9][C:4]=2[N:3]=[CH:2]1.[O:11]1[CH2:16][CH2:15][N:14]([C:17]2[CH:24]=[CH:23][C:20]([CH:21]=O)=[CH:19][CH:18]=2)[CH2:13][CH2:12]1.[Si](C#N)(C)(C)C.[N:31]1([C:36](N2C=CN=C2)=[O:37])C=CN=[CH:32]1>[Pd]>[NH:1]1[C:5]2[CH:6]=[CH:7][C:8]([N:10]3[CH:21]([C:20]4[CH:23]=[CH:24][C:17]([N:14]5[CH2:15][CH2:16][O:11][CH2:12][CH2:13]5)=[CH:18][CH:19]=4)[CH2:32][NH:31][C:36]3=[O:37])=[CH:9][C:4]=2[N:3]=[CH:2]1. Procedure: The compound was synthesized starting from 1H-benzo[d]imidazol-5-amine (0.333 g, 2.5 mmol), 4-morpholinobenzaldehyde (0.473 g, 2.5 mmol), TMSCN (0.375 mL, 3 mmol), Pd/C (10%, 0.02 g), TEA 1 mL, 7.2 mmol), di-(imidazol-1-yl)methanone (0.600 g, 3.7 mmol) as described in method 2.